This data is from the Open Reaction Database (ORD), a public repository of structured organic reaction records. The task is: describe an organic reaction: reactants, conditions, products, and yield Starting materials: CC=1C=C(N)C=C(C1)B1OC(C(O1)(C)C)(C)C (3-Methyl-5-(4,4,5,5-tetramethyl-1,3,2-dioxaborolan-2-yl)aniline), BrC1=CN=CS1 (5-bromothiazole), C([O-])([O-])=O.[Na+].[Na+] (sodium carbonate), 2-Methyl-THF, N#N (N2). Run at temperature 100 celsius. Yields the product CC=1C=C(N)C=C(C1)C1=CN=CS1 (3-Methyl-5-(1,3-thiazol-5-yl)aniline), solid. Isolated yield 90.0%. Reaction SMILES: [CH3:1][C:2]1[CH:3]=[C:4]([CH:6]=[C:7](B2OC(C)(C)C(C)(C)O2)[CH:8]=1)[NH2:5].Br[C:19]1[S:23][CH:22]=[N:21][CH:20]=1.C(=O)([O-])[O-].[Na+].[Na+].N#N>>[CH3:1][C:2]1[CH:3]=[C:4]([CH:6]=[C:7]([C:19]2[S:23][CH:22]=[N:21][CH:20]=2)[CH:8]=1)[NH2:5] |f:2.3.4|. Reported procedure: 3-Methyl-5-(4,4,5,5-tetramethyl-1,3,2-dioxaborolan-2-yl)aniline (20.98 g, 90 mmol), 5-bromothiazole (8.85 mL, 99 mmol), and sodium carbonate (90 mL, 180 mmol) were combined in a flask. 2-Methyl-THF (326 mL) was added and the flask was degassed with N2 for 1.5 h before 1,1′-bis(diphenylphosphino)ferrocene-palladium(II)dichloride dichloromethane complex (3.67 g, 4.50 mmol) was added. The reaction was heated to 100° C. overnight and was then cooled to room temperature. The reaction mixture was filt... Starting materials: OC1=CC=C(OC2CCN(CC2)C(=O)OC(C)(C)C)C=C1 (tert-butyl 4-(4-hydroxyphenoxy)-piperidine-1-carboxylate), Cl.ClCCN(CC)CC ((2-chloroethyl)-diethylamine hydrochloride), C([O-])([O-])=O.[K+].[K+] (potassium carbonate). Solvent: CC(=O)C (acetone). Run at time 4 hour. Yields the product C(C)N(CCOC1=CC=C(OC2CCN(CC2)C(=O)OC(C)(C)C)C=C1)CC (tert-butyl 4-[4-(2-diethylaminoethoxy)-phenoxy]-piperidine-1-carboxylate). Yield: 95.5%. As a reaction SMILES: [OH:1][C:2]1[CH:21]=[CH:20][C:5]([O:6][CH:7]2[CH2:12][CH2:11][N:10]([C:13]([O:15][C:16]([CH3:19])([CH3:18])[CH3:17])=[O:14])[CH2:9][CH2:8]2)=[CH:4][CH:3]=1.Cl.Cl[CH2:24][CH2:25][N:26]([CH2:29][CH3:30])[CH2:27][CH3:28].C(=O)([O-])[O-].[K+].[K+]>CC(C)=O>[CH2:25]([N:26]([CH2:29][CH3:30])[CH2:27][CH2:28][O:1][C:2]1[CH:3]=[CH:4][C:5]([O:6][CH:7]2[CH2:12][CH2:11][N:10]([C:13]([O:15][C:16]([CH3:17])([CH3:18])[CH3:19])=[O:14])[CH2:9][CH2:8]2)=[CH:20][CH:21]=1)[CH3:24] |f:1.2,3.4.5|. Procedure: 7.9 g tert-butyl 4-(4-hydroxyphenoxy)-piperidine-1-carboxylate (see WO2006/64218), 5.2 g (2-chloroethyl)-diethylamine hydrochloride and 16.6 g potassium carbonate are placed in 250 ml acetone. The reaction mixture is stirred at reflux temperature. After 4 hours the inorganic salts are suction filtered and the mixture is evaporated to dryness. The residue is combined with ethyl acetate. The organic phase is washed with a saturated NaHCO3 solution, dried and evaporated to dryness. 10.1 g of the pr... Starting materials: O=C([O-])[O-], Cc1nc2ccccc2[nH]1, Cn1c(CCN2CCN(C(C)(C)C(N)=O)CC2)nc2c(N3CCOCC3)nc(Cl)nc21, [Cs+], [Cs+], C1COCCO1, O=C(C=Cc1ccccc1)C=Cc1ccccc1, O=C(C=Cc1ccccc1)C=Cc1ccccc1, O=C(C=Cc1ccccc1)C=Cc1ccccc1, [Pd], [Pd]. Yields the product Cc1nc2ccccc2n1-c1nc(N2CCOCC2)c2nc(CCN3CCN(C(C)(C)C(N)=O)CC3)n(C)c2n1. Reaction SMILES: [C:42](=[O:43])([O-:44])[O-:45].[CH3:32][c:33]1[nH:34][c:35]2[c:36]([n:37]1)[cH:38][cH:39][cH:40][cH:41]2.[Cl:1][c:2]1[n:3][c:4]([N:26]2[CH2:27][CH2:28][O:29][CH2:30][CH2:31]2)[c:5]2[n:6][c:7]([CH2:12][CH2:13][N:14]3[CH2:15][CH2:16][N:17]([C:20]([C:21](=[O:22])[NH2:23])([CH3:24])[CH3:25])[CH2:18][CH2:19]3)[n:8]([CH3:11])[c:9]2[n:10]1.[Cs+:46].[Cs+:47].[O:48]1[CH2:49][CH2:50][O:51][CH2:52][CH2:53]1.[O:56]=[C:57]([CH:58]=[CH:59][c:60]1[cH:61][cH:62][cH:63][cH:64][cH:65]1)[CH:66]=[CH:67][c:68]1[cH:69][cH:70][cH:71][cH:72][cH:73]1.[O:74]=[C:75]([CH:76]=[CH:77][c:78]1[cH:79][cH:80][cH:81][cH:82][cH:83]1)[CH:84]=[CH:85][c:86]1[cH:87][cH:88][cH:89][cH:90][cH:91]1.[O:92]=[C:93]([CH:94]=[CH:95][c:96]1[cH:97][cH:98][cH:99][cH:100][cH:101]1)[CH:102]=[CH:103][c:104]1[cH:105][cH:106][cH:107][cH:108][cH:109]1.[Pd:54].[Pd:55]>>[c:2]1(-[n:34]2[c:33]([CH3:32])[n:37][c:36]3[c:35]2[cH:41][cH:40][cH:39][cH:38]3)[n:3][c:4]([N:26]2[CH2:27][CH2:28][O:29][CH2:30][CH2:31]2)[c:5]2[n:6][c:7]([CH2:12][CH2:13][N:14]3[CH2:15][CH2:16][N:17]([C:20]([C:21](=[O:22])[NH2:23])([CH3:24])[CH3:25])[CH2:18][CH2:19]3)[n:8]([CH3:11])[c:9]2[n:10]1.